Task: describe an organic reaction: reactants, conditions, products, and yield. Dataset: the Open Reaction Database (ORD), a public repository of structured organic reaction records Reactants: CS(=O)(=O)C=1C=C(C=CC1)/C=C/C(=O)OC (Methyl (2E)-3-[3-(methylsulfonyl)phenyl]acrylate). The reagents and catalysts are [C].[Pd] (palladium carbon). Run in CO (MeOH). Conditions: time 7 hour. Yields the product CS(=O)(=O)C=1C=C(C=CC1)CCC(=O)OC (methyl 3-[3-(methylsulfonyl)phenyl]propanoate). Yield: 46.8%. Reaction SMILES: [CH3:1][S:2]([C:5]1[CH:6]=[C:7](/[CH:11]=[CH:12]/[C:13]([O:15][CH3:16])=[O:14])[CH:8]=[CH:9][CH:10]=1)(=[O:4])=[O:3]>[C].[Pd].CO>[CH3:1][S:2]([C:5]1[CH:6]=[C:7]([CH2:11][CH2:12][C:13]([O:15][CH3:16])=[O:14])[CH:8]=[CH:9][CH:10]=1)(=[O:3])=[O:4] |f:1.2|. Procedure: Methyl (2E)-3-[3-(methylsulfonyl)phenyl]acrylate (600 mg), MeOH (6.ml) and then 10% palladium carbon (99.9 mg) were combined under N2 atmosphere. The reaction mixture was stirred at r.t. for 7 hours under H2 atmosphere (1 atm), and filtered through a celite pad. The filtrate was concentrated in vacuo. The residue was purified by flash column chromatography over silica gel with n-hexane/AcOEt (1:1→1:2) as an eluent to give methyl 3-[3-(methylsulfonyl)phenyl]propanoate (283.3 mg) as colorless oil. The reactants are OC1=CC=C(CO)C=C1 (4-hydroxybenzyl alcohol), C(=O)([O-])[O-].[Cs+].[Cs+] (Cs2CO3), BrCC(=O)OCC (ethyl bromoacetate). The solvent is CN(C)C=O (DMF). Conditions: time 2 hour. Product: OCC1=CC=C(OCC(=O)OCC)C=C1 (Ethyl 2-(4-hydroxymethylphenoxy)acetate). Yield: 58.8%. RXN SMILES: [OH:1][C:2]1[CH:9]=[CH:8][C:5]([CH2:6][OH:7])=[CH:4][CH:3]=1.C([O-])([O-])=O.[Cs+].[Cs+].Br[CH2:17][C:18]([O:20][CH2:21][CH3:22])=[O:19]>CN(C=O)C>[OH:7][CH2:6][C:5]1[CH:8]=[CH:9][C:2]([O:1][CH2:17][C:18]([O:20][CH2:21][CH3:22])=[O:19])=[CH:3][CH:4]=1 |f:1.2.3|. Procedure: To a 500 mL round bottomed flask with a stirring bar and an argon inlet was added 4-hydroxybenzyl alcohol (7.50 g, 60.42 mmol), Cs2CO3 (29.53 g, 90.63 mmol), DMF (100 mL), and ethyl bromoacetate (11.09 g, 66.46 mmol). This mixture was stirred at ambient temperature for 2 h. The mixture was filtered and the filtrate was concentrated in vacuo. The residue was partitioned between EtOAc and water. The layers were separated and the organic phase was washed with two additional portions of water. Dryin... Reactants: OC(CC(C(C(=O)OCC)=C(C)C)=O)(C)C (ethyl 5-hydroxy-5-methyl-2-(1-methyl-ethylidene)-3-oxo-hexanoate), O.NN (hydrazine hydrate). The solvent is C(C)(=O)O (acetic acid). Run at temperature 180 celsius. Yields the product CC1(C(C(=NN1)CC(C)(C)O)C(=O)OCC)C (ethyl 4,5-dihydro-5,5-dimethyl-3-(2-hydroxy-2-methylpropyl)-[1H]-pyrazole-4-carboxylate). Yield: 98.0%. Reaction SMILES: [OH:1][C:2]([CH3:16])([CH3:15])[CH2:3][C:4](=O)[C:5](=[C:11]([CH3:13])[CH3:12])[C:6]([O:8][CH2:9][CH3:10])=[O:7].O.[NH2:18][NH2:19]>C(O)(=O)C>[CH3:12][C:11]1([CH3:13])[NH:19][N:18]=[C:4]([CH2:3][C:2]([OH:1])([CH3:16])[CH3:15])[CH:5]1[C:6]([O:8][CH2:9][CH3:10])=[O:7] |f:1.2|. Procedure: 500 mg of the product of Step B were added to 3 ml of acetic acid and 121 mg of hydrazine hydrate and the temperature rose spontaneously to 40° C. The acetic acid was distilled by heating the mixture up to 180° C. during which the majority of the acetic acid was removed. The mixture was cooled and water was added thereto. The mixture was extracted with chloroform and the organic phase was dried over magnesium sulfate and evaporated to dryness to obtain 520 mg of ethyl 4,5-dihydro-5,5-dimethyl-3-...